Task: describe an organic reaction: reactants, conditions, products, and yield. Dataset: the Open Reaction Database (ORD), a public repository of structured organic reaction records Yields the product Cc1ncc(CNc2ccc(C#N)cc2)c(C)c1Oc1ccc(C#N)cc1. RXN SMILES: [C:1]([OH:2])(=[O:3])[c:4]1[c:5]([CH3:20])[c:6]([O:11][c:12]2[cH:13][cH:14][c:15]([C:16]#[N:17])[cH:18][cH:19]2)[c:7]([CH3:10])[n:8][cH:9]1.[NH2:21][c:22]1[cH:23][cH:24][c:25]([C:26]#[N:27])[cH:28][cH:29]1>>[CH2:1]([c:4]1[c:5]([CH3:20])[c:6]([O:11][c:12]2[cH:13][cH:14][c:15]([C:16]#[N:17])[cH:18][cH:19]2)[c:7]([CH3:10])[n:8][cH:9]1)[NH:21][c:22]1[cH:23][cH:24][c:25]([C:26]#[N:27])[cH:28][cH:29]1. The reactants are Cc1ncc(C(=O)O)c(C)c1Oc1ccc(C#N)cc1, N#Cc1ccc(N)cc1. Reactants: C[O-].[Na+] (Sodium methoxide), C(C)(=O)C=1C=C(C#N)C=CC1 (3-acetylbenzonitrile), C(#N)C1=CC=C(C=O)C=C1 (4-cyanobenzaldehyde). Solvent: CO (methanol), CO (methanol). Conditions: time 5 minute. The product is C(#N)C1=CC=C(C=C1)C=CC(=O)C=1C=C(C#N)C=CC1 (3-[3-(4-cyanophenyl)-1-oxo-2-propenyl]benzonitrile). Yield: 96.8%. Reaction SMILES: C[O-].[Na+].[C:4]([C:7]1[CH:8]=[C:9]([CH:12]=[CH:13][CH:14]=1)[C:10]#[N:11])(=[O:6])[CH3:5].[C:15]([C:17]1[CH:24]=[CH:23][C:20]([CH:21]=O)=[CH:19][CH:18]=1)#[N:16]>CO>[C:15]([C:17]1[CH:24]=[CH:23][C:20]([CH:21]=[CH:5][C:4]([C:7]2[CH:8]=[C:9]([CH:12]=[CH:13][CH:14]=2)[C:10]#[N:11])=[O:6])=[CH:19][CH:18]=1)#[N:16] |f:0.1|. Reported procedure: Part A. Sodium methoxide (25% in MeOH, 1.5 mL, 6.8 mmol) was added dropwise to a solution of 3-acetylbenzonitrile (0.987 gm, 6.8 mmol) and 4-cyanobenzaldehyde (0.891 gm, 6.8 mmol) in dry methanol. Within 5 minutes, a precipitate began to form. The mixture was stirred at room temperature for 4 hrs and diluted with methanol. The solids were filtered off, washed with cold methanol and dried to give 3-[3-(4-cyanophenyl)-1-oxo-2-propenyl]benzonitrile as a white solid 1.7 gm (97%). MS: (M+H)+ 259; 1H ... Starting materials: O=C1CCC(=O)N1Br, O=C([O-])[O-], CC#N, [Na+], [Na+], CCOC(=O)C(C)c1ccncc1. Product: CCOC(=O)C(C)(Br)c1ccncc1. Reaction SMILES: [Br:14][N:15]1[C:16](=[O:17])[CH2:18][CH2:19][C:20]1=[O:21].[C:25](=[O:26])([O-:27])[O-:28].[CH3:22][C:23]#[N:24].[Na+:29].[Na+:30].[n:1]1[cH:2][cH:3][c:4]([CH:7]([C:8](=[O:9])[O:10][CH2:11][CH3:12])[CH3:13])[cH:5][cH:6]1>>[n:1]1[cH:2][cH:3][c:4]([C:7]([C:8](=[O:9])[O:10][CH2:11][CH3:12])([CH3:13])[Br:14])[cH:5][cH:6]1. Starting materials: C(C)(C)C=1C=C(N)C=CC1 (3-isopropylaniline), OCC(O)CO (glycerol), [Na+].[N+](=O)([O-])C=1C=C(C=CC1)S(=O)(=O)[O-] (3-nitro benzenesulfonic acid sodium salt). Product: C(C)(C)C1=CC=C2C=CC=NC2=C1 (7-Isopropylquinoline). Yield: 102.6%. RXN SMILES: [CH:1]([C:4]1[CH:5]=[C:6]([CH:8]=[CH:9][CH:10]=1)[NH2:7])([CH3:3])[CH3:2].O[CH2:12][CH:13]([CH2:15]O)O.[Na+].[N+](C1C=C(S([O-])(=O)=O)C=CC=1)([O-])=O>>[CH:1]([C:4]1[CH:5]=[C:6]2[C:8]([CH:12]=[CH:13][CH:15]=[N:7]2)=[CH:9][CH:10]=1)([CH3:3])[CH3:2] |f:2.3|. Procedure details: In a similar fashion using route 10 general procedure 20, 3-isopropylaniline (1 g, 7.4 mmol), glycerol (2.11 g, 22.9 mmol) and 3-nitro benzenesulfonic acid sodium salt (2.2 g, 9.61 mmol) gave the title compound (1.3 g, 100%) which was used in the next step without purification.